From a dataset of the Open Reaction Database (ORD), a public repository of structured organic reaction records. describe an organic reaction: reactants, conditions, products, and yield Starting materials: C(C=C)OC(=O)Cl (allylchloroformate), [OH-].[Na+] (NaOH), N[C@H](C(=O)O)CC1=CC=C(C=C1)C#N ((S)-2-amino-3-(4-cyanophenyl)propionic acid), [OH-].[Na+] (NaOH). Solvent: O1CCOCC1 (dioxane), O (water). Yields the product C(C=C)OC(=O)N[C@H](C(=O)O)CC1=CC=C(C=C1)C#N ((S)-2-Allyloxycarbonylamino-3-(4-cyanophenyl)propionic Acid). Yield: 51.1%. RXN SMILES: [NH2:1][C@@H:2]([CH2:6][C:7]1[CH:12]=[CH:11][C:10]([C:13]#[N:14])=[CH:9][CH:8]=1)[C:3]([OH:5])=[O:4].[OH-].[Na+].[CH2:17]([O:20][C:21](Cl)=[O:22])[CH:18]=[CH2:19]>O.O1CCOCC1>[CH2:17]([O:20][C:21]([NH:1][C@@H:2]([CH2:6][C:7]1[CH:8]=[CH:9][C:10]([C:13]#[N:14])=[CH:11][CH:12]=1)[C:3]([OH:5])=[O:4])=[O:22])[CH:18]=[CH2:19] |f:1.2|. Reported procedure: A suspension of 50 g (0.221 mol) of (S)-2-amino-3-(4-cyanophenyl)propionic acid in 150 ml of water was adjusted to pH=8 with 1N NaOH. 26.6 g (0.221 mol) of allylchloroformate in 225 ml of dioxane were slowly added at 0 to 5° C. (pH kept at 8 by addition of 1N NaOH). After completion of the reaction (thin layer chromatography (TLC) control) the mixture was extracted with DCM and the aqueous layer was acidified to pH=2 with KHSO4. The precipitate was dissolved in DCM, dried (Na2SO4), and evaporate... The reactants are S(O)(O)(=O)=O (Sulfuric acid), [N+](=O)(O)[O-] (nitric acid), S1C(=CC=C1)C(=O)O (thiophene-2-carboxylic acid). Reaction conditions: time 1 hour. Yields the product [N+](=O)([O-])C=1C=C(SC1)C(=O)O (4-Nitrothiophene-2-carboxylic acid). Yield: 73.9%. As a reaction SMILES: S(=O)(=O)(O)O.[N+:6]([O-:9])(O)=[O:7].[S:10]1[CH:14]=[CH:13][CH:12]=[C:11]1[C:15]([OH:17])=[O:16]>>[N+:6]([C:13]1[CH:12]=[C:11]([C:15]([OH:17])=[O:16])[S:10][CH:14]=1)([O-:9])=[O:7]. Procedure: Sulfuric acid (3.0 mL, 5.505 g, 56.17 mmol) was added to nitric acid (2.0 mL, 2.98 g, 49.6 mmol) slowly at 0-10° C. After completion of the addition, thiophene-2-carboxylic acid (2.8 g, 21.87 mmol) was added to the above nitration mixture slowly for 15 min at the same temperature and stirred the mixture for 1 h. The reaction mixture was poured into ice cold water and stirred for 30 min. The precipitated solid was filtered, washed with cold water and dried. The filtrate was extracted with ethyl a... The reactants are CC(=O)OC1C(=O)NC1C=C(C)C, CC[Si](Cl)(CC)CC, CO, [K+], [K+], O=C([O-])[O-], c1c[nH]cn1. The product is CC[Si](CC)(CC)OC1C(=O)NC1C=C(C)C. As a reaction SMILES: [C:1](=[O:2])([CH3:3])[O:4][CH:5]1[C:6](=[O:13])[NH:7][CH:8]1[CH:9]=[C:10]([CH3:11])[CH3:12].[CH2:25]([CH3:26])[Si:27]([CH2:28][CH3:29])([CH2:30][CH3:31])[Cl:32].[CH3:33][OH:34].[K+:14].[K+:15].[O-:16][C:17]([O-:18])=[O:19].[nH:20]1[cH:21][cH:22][n:23][cH:24]1>>[O:4]([CH:5]1[C:6](=[O:13])[NH:7][CH:8]1[CH:9]=[C:10]([CH3:11])[CH3:12])[Si:27]([CH2:25][CH3:26])([CH2:28][CH3:29])[CH2:30][CH3:31]. The reactants are [N+](=O)([O-])C1=C(C=CCCl)C=CC=C1 (2-nitro-cinnamyl chloride), NC=1SC=2CCNCCC2N1 (2-amino-4,5,7,8-tetrahydro-6H- thiazolo[5,4-d]azepine), CCOCC (ether). The solvent is C(Cl)(Cl)Cl (chloroform). Product: NC=1SC=2CCN(CCC2N1)CC=CC1=C(C=CC=C1)[N+](=O)[O-] (2-Amino-6-(3-(2-nitro-phenyl)allyl)-4,5,7,8-tetrahydro-6H-thiazolo[5,4-d]azepine). The yield is 57.0%. RXN SMILES: [N+:1]([C:4]1[CH:13]=[CH:12][CH:11]=[CH:10][C:5]=1[CH:6]=[CH:7][CH2:8]Cl)([O-:3])=[O:2].[NH2:14][C:15]1[S:16][C:17]2[CH2:18][CH2:19][NH:20][CH2:21][CH2:22][C:23]=2[N:24]=1.CCOCC>C(Cl)(Cl)Cl>[NH2:14][C:15]1[S:16][C:17]2[CH2:18][CH2:19][N:20]([CH2:8][CH:7]=[CH:6][C:5]3[CH:10]=[CH:11][CH:12]=[CH:13][C:4]=3[N+:1]([O-:3])=[O:2])[CH2:21][CH2:22][C:23]=2[N:24]=1. Reported procedure: Prepared from 2-nitro-cinnamyl chloride and 2 equivalents of 2-amino-4,5,7,8-tetrahydro-6H- thiazolo[5,4-d]azepine in chloroform. Yield: 57% of theory, Melting point: 125°-128° C. (ether). Reactants: C[Si](C)(C)[N-][Si](C)(C)C, Cl, N#Cc1cccc(F)c1, [Li+], [Na+], [OH-], O. Product: N=C(N)c1cccc(F)c1. As a reaction SMILES: [CH3:1][Si:2]([N-:5][Si:3]([CH3:4])([CH3:6])[CH3:7])([CH3:8])[CH3:9].[ClH:20].[F:11][c:12]1[cH:13][c:14]([C:15]#[N:16])[cH:17][cH:18][cH:19]1.[Li+:10].[Na+:22].[OH-:21].[OH2:23]>>[NH2:5][C:15]([c:14]1[cH:13][c:12]([F:11])[cH:19][cH:18][cH:17]1)=[NH:16]. Starting materials: CC(=O)O, CCO, CSc1ncc(C#N)c(Cl)n1, O, [Zn]. Product: CSc1ncc(C#N)cn1. RXN SMILES: [CH3:12][C:13](=[O:14])[OH:15].[CH3:16][CH2:17][OH:18].[Cl:1][c:2]1[n:3][c:4]([S:10][CH3:11])[n:5][cH:6][c:7]1[C:8]#[N:9].[OH2:19].[Zn:20]>>[cH:2]1[n:3][c:4]([S:10][CH3:11])[n:5][cH:6][c:7]1[C:8]#[N:9]. Starting materials: BrCC(=O)OC(C)(C)C (t-butyl bromoacetate), ClC1=C(C=CC=C1)CN1C2=CC=CC(=C2C=2C(=CC=CC12)O)C(N)=O (9-[(2-chlorophenyl)methyl]-4-hydroxy-5-carbamoyl carbazole), resultant mixture. Product: ClC1=C(C=CC=C1)CN1C2=CC=CC(=C2C=2C(=CC=CC12)OCC(=O)OC(C)(C)C)C(N)=O ({9-[(2-chlorophenyl)methyl]-5-carbamoylcarbazol-4-yl}oxyacetic acid, tert-butyl ester). Yield: 53.8%. Reported procedure: 40% Methanolic Triton B (0.15 mL, 0.34 mM) was added to a solution of the 9-[(2-chlorophenyl)methyl]-4-hydroxy-5-carbamoyl carbazole (80 mg, 0.23 mM) in 5 mL DMF at room temperature. After 3 minutes, t-butyl bromoacetate (182 mg, 0.91 mM) was added and the resultant mixture stirred at room temperature for 72 hours. The mixture was diluted with ethyl acetate, washed five times with H2O, and saturated brine, dried over magnesium sulfate, filtered, and concentrated. The residue was purified by colu... Conditions: time 3 minute. RXN SMILES: [Cl:1][C:2]1[CH:7]=[CH:6][CH:5]=[CH:4][C:3]=1[CH2:8][N:9]1[C:21]2[CH:20]=[CH:19][CH:18]=[C:17]([OH:22])[C:16]=2[C:15]2[C:10]1=[CH:11][CH:12]=[CH:13][C:14]=2[C:23](=[O:25])[NH2:24].Br[CH2:27][C:28]([O:30][C:31]([CH3:34])([CH3:33])[CH3:32])=[O:29]>CN(C=O)C.C(OCC)(=O)C>[Cl:1][C:2]1[CH:7]=[CH:6][CH:5]=[CH:4][C:3]=1[CH2:8][N:9]1[C:21]2[CH:20]=[CH:19][CH:18]=[C:17]([O:22][CH2:27][C:28]([O:30][C:31]([CH3:34])([CH3:33])[CH3:32])=[O:29])[C:16]=2[C:15]2[C:10]1=[CH:11][CH:12]=[CH:13][C:14]=2[C:23](=[O:25])[NH2:24]. Solvent: C(C)(=O)OCC (ethyl acetate), CN(C)C=O (DMF). Starting materials: OC1=CC=C2C(CC(OC2=C1)(C)C)=O (7-hydroxy-2,2-dimethyl-4-chromanone), OCCN1C=NC=C1 (1-(2-hydroxyethyl)imidazole). Product: N1(C=NC=C1)CCOC1=CC=C2C(CC(OC2=C1)(C)C)=O (7-[2-(1H-Imidazolyl)ethoxy]-2,2-dimethyl-4-chromanone). RXN SMILES: [OH:1][C:2]1[CH:11]=[C:10]2[C:5]([C:6](=[O:14])[CH2:7][C:8]([CH3:13])([CH3:12])[O:9]2)=[CH:4][CH:3]=1.O[CH2:16][CH2:17][N:18]1[CH:22]=[CH:21][N:20]=[CH:19]1>>[N:18]1([CH2:17][CH2:16][O:1][C:2]2[CH:11]=[C:10]3[C:5]([C:6](=[O:14])[CH2:7][C:8]([CH3:12])([CH3:13])[O:9]3)=[CH:4][CH:3]=2)[CH:22]=[CH:21][N:20]=[CH:19]1. Procedure: Following the procedure of Example 30 but using 7-hydroxy-2,2-dimethyl-4-chromanone and 1-(2-hydroxyethyl)imidazole, there was obtained the title compound as a solid, mp 84-86° C. The structure was confirmed by NMR and mass spectroscopy. MS m/z 287 (M+H+). The reactants are C(CC)NCCC (dipropylamine), ClCC1=NC(=NO1)CN1C(C2=CC=CC=C2C1=O)=O (2-(5-chloromethyl-1,2,4-oxadiazol-3-ylmethyl)-2,3-dihydro-1H-isoindole-1,3-dione). The solvent is C(Cl)Cl (methylene chloride). Run at time 24 hour. The product is C(CC)N(CCC)CC1=NC(=NO1)CN1C(C2=CC=CC=C2C1=O)=O (2-(5-dipropylaminomethyl-1,2,4-oxadiazol-3-ylmethyl)-2,3-dihydro-1H-isoindol-1,3-dione). Isolated yield 85.4%. RXN SMILES: [CH2:1]([NH:4][CH2:5][CH2:6][CH3:7])[CH2:2][CH3:3].Cl[CH2:9][C:10]1[O:14][N:13]=[C:12]([CH2:15][N:16]2[C:24](=[O:25])[C:23]3[C:18](=[CH:19][CH:20]=[CH:21][CH:22]=3)[C:17]2=[O:26])[N:11]=1>C(Cl)Cl>[CH2:1]([N:4]([CH2:9][C:10]1[O:14][N:13]=[C:12]([CH2:15][N:16]2[C:24](=[O:25])[C:23]3[C:18](=[CH:19][CH:20]=[CH:21][CH:22]=3)[C:17]2=[O:26])[N:11]=1)[CH2:5][CH2:6][CH3:7])[CH2:2][CH3:3]. Procedure details: 35.6 ml (260 mmol) of dipropylamine were added dropwise at room temperature to a solution of 36 g (130 mmol) of 2-(5-chloromethyl-1,2,4-oxadiazol-3-ylmethyl)-2,3-dihydro-1H-isoindole-1,3-dione in 300 ml of methylene chloride, whereupon the mixture was stirred at room temperature for 24 hours. The yellow solution was washed with sat. sodium hydrogen carbonate solution, dried with sodium sulfate, filtered and evaporated. The residue obtained was chromatographed (silica gel, methylene chloride/aque...